Task: describe an organic reaction: reactants, conditions, products, and yield. Dataset: the Open Reaction Database (ORD), a public repository of structured organic reaction records Starting materials: [BH4-], CCCCN(CCc1c[nH]c2ccccc12)C(=O)CNC(=O)OCC, CCO, Cc1ccccc1, [Na+], O, O=P(Cl)(Cl)Cl. Yields the product CCCCN1CCc2c([nH]c3ccccc23)C1CNC(=O)OCC. RXN SMILES: [BH4-:34].[CH2:1]([CH2:2][CH2:3][CH3:4])[N:5]([CH2:6][CH2:7][c:8]1[cH:9][nH:10][c:11]2[cH:12][cH:13][cH:14][cH:15][c:16]12)[C:17]([CH2:18][NH:19][C:20](=[O:21])[O:22][CH2:23][CH3:24])=[O:25].[CH3:31][CH2:32][OH:33].[CH3:36][c:37]1[cH:38][cH:39][cH:40][cH:41][cH:42]1.[Na+:35].[OH2:43].[P:26]([Cl:27])([Cl:28])([Cl:29])=[O:30]>>[CH2:1]([CH2:2][CH2:3][CH3:4])[N:5]1[CH2:6][CH2:7][c:8]2[c:9]([nH:10][c:11]3[cH:12][cH:13][cH:14][cH:15][c:16]23)[CH:17]1[CH2:18][NH:19][C:20](=[O:21])[O:22][CH2:23][CH3:24]. Starting materials: CO, CC(=O)OCCOCn1cc(Cl)c2c(Cl)ncnc21, N. Product: OCCOCn1cc(Cl)c2c(Cl)ncnc21. As a reaction SMILES: [CH3:21][OH:22].[Cl:1][c:2]1[c:3]2[c:4]([n:5][cH:6][n:7]1)[n:8]([CH2:12][O:13][CH2:14][CH2:15][O:16][C:17](=[O:18])[CH3:19])[cH:9][c:10]2[Cl:11].[NH3:20]>>[Cl:1][c:2]1[c:3]2[c:4]([n:5][cH:6][n:7]1)[n:8]([CH2:12][O:13][CH2:14][CH2:15][OH:16])[cH:9][c:10]2[Cl:11]. The reactants are C(C)(C)(C)OC(=O)C=1N(C=CC1)CC(COC1=CC=C(C=C1)CCCCCCCC)OC(C)=O (tert-butyl-1-[2-acetoxy-3-(4-octylphenoxy)propyl]pyrrole-2-carboxylate), C[O-].[Na+] (sodium methanolate). The solvent is CO (methanol). Conditions: time 15 minute. The product is C(C)(C)(C)OC(=O)C=1N(C=CC1)CC(COC1=CC=C(C=C1)CCCCCCCC)O (tert-Butyl-1-[2-hydroxy-3-(4-octylphenoxy)propyl]pyrrole-2-carboxylate). Reaction SMILES: [C:1]([O:5][C:6]([C:8]1[N:9]([CH2:13][CH:14]([O:31]C(=O)C)[CH2:15][O:16][C:17]2[CH:22]=[CH:21][C:20]([CH2:23][CH2:24][CH2:25][CH2:26][CH2:27][CH2:28][CH2:29][CH3:30])=[CH:19][CH:18]=2)[CH:10]=[CH:11][CH:12]=1)=[O:7])([CH3:4])([CH3:3])[CH3:2].C[O-].[Na+]>CO>[C:1]([O:5][C:6]([C:8]1[N:9]([CH2:13][CH:14]([OH:31])[CH2:15][O:16][C:17]2[CH:18]=[CH:19][C:20]([CH2:23][CH2:24][CH2:25][CH2:26][CH2:27][CH2:28][CH2:29][CH3:30])=[CH:21][CH:22]=2)[CH:10]=[CH:11][CH:12]=1)=[O:7])([CH3:4])([CH3:3])[CH3:2] |f:1.2|. Reported procedure: 0.150 g (0.318 mmol) tert-butyl-1-[2-acetoxy-3-(4-octylphenoxy)propyl]pyrrole-2-carboxylate is dissolved in 10 ml absolute methanol, mixed with 1.26 ml (0.630 mmol) of a 0.5M sodium methanolate solution and stirred at room temperature for 15 min. Following concentration to half the volume on the rotary evaporator, the batch is diluted with diethyl ether. Washing of the organic phase with semi-saturated and with saturated NaCl solution, drying on sodium sulfate, filtration and reconcentration on ... Reactants: BrC/C=C/C(=O)OCC (Ethyl 4-bromocrotonate), [Na] (sodium), C(C)OP(=O)(OCC)C(C(=O)OCC)C (ethyl 2-diethylphosphonopropionate), C(C)OP(=O)(OCC)C(C(=O)OCC)C (ethyl 2-diethylphosphonopropionate), [H-].[Na+] (sodium hydride). Run in O1CCOCC1 (dioxan). Yields the product 12.7, C(=O)(OCC)C=CCC(C(=O)OCC)(C)P(=O)(OCC)OCC (ethyl 5-carboethoxy-2-diethylphosphono-2-methylpent-4-enoate). Reaction SMILES: Br[CH2:2]/[CH:3]=[CH:4]/[C:5]([O:7][CH2:8][CH3:9])=[O:6].[Na].[CH2:11]([O:13][P:14]([CH:19]([CH3:25])[C:20]([O:22][CH2:23][CH3:24])=[O:21])([O:16][CH2:17][CH3:18])=[O:15])[CH3:12].[H-].[Na+]>O1CCOCC1>[C:5]([CH:4]=[CH:3][CH2:2][C:19]([P:14]([O:13][CH2:11][CH3:12])([O:16][CH2:17][CH3:18])=[O:15])([CH3:25])[C:20]([O:22][CH2:23][CH3:24])=[O:21])([O:7][CH2:8][CH3:9])=[O:6] |f:3.4,^1:9|. Procedure: Ethyl 4-bromocrotonate (19.3 parts) was added dropwise at 25°-30° C. to a solution of the sodium salt of ethyl 2-diethylphosphonopropionate, prepared from 23.8 parts of ethyl 2-diethylphosphonopropionate and 5.3 parts of sodium hydride (50% in oil) in dioxan. The resulting solution was heated at reflux for 18 hr., after which time the sodium bromide was removed by filtration and the solution concentrated in vacuo. The residual oil was distilled to give 12.7 parts of ethyl 5-carboethoxy-2-diethyl... Starting materials: O=C1c2ccccc2C(=O)N1CCCSc1ncco1, CCO, NN, O. The product is NCCCSc1ncco1. RXN SMILES: [C:4]1(=[O:5])[N:8]([CH2:9][CH2:10][CH2:11][S:12][c:13]2[o:14][cH:15][cH:16][n:17]2)[C:6](=[O:7])[c:18]2[cH:19][cH:20][cH:21][cH:22][c:23]21.[CH3:24][CH2:25][OH:26].[NH2:2][NH2:3].[OH2:1]>>[NH2:8][CH2:9][CH2:10][CH2:11][S:12][c:13]1[o:14][cH:15][cH:16][n:17]1.